This data is from the Open Reaction Database (ORD), a public repository of structured organic reaction records. The task is: describe an organic reaction: reactants, conditions, products, and yield The reactants are COC1=CC(=NC=C1)CCC1=NC=2C(=NC=C(C2)I)N1 (2-[2-(4-methoxypyridin-2-yl)ethyl]-6-iodo-3H-imidazo[4,5-b]pyridine), COC1=CC(=NC=C1)CCC1=NC=2C(=NC=C(C2)I)N1 (2-[2-(4-methoxypyridin-2-yl)ethyl]-6-iodo-3H-imidazo[4,5-b]pyridine), tetrakis(triphenylphos-phine)-palladium(0), C([O-])([O-])=O.[K+].[K+] (potassium carbonate), [Cl-].[Li+] (lithium chloride), CN(S(=O)(=O)C1=C(C=C(C=C1)Br)F)C (N,N-dimethyl4-bromo-2-fluorobenzenesulfonamide), bis-(pinacolato)-diboron, C(C)(=O)[O-].[K+] (potassium acetate). The reagents and catalysts are C1(=CC=CC=C1)P([C-]1C=CC=C1)C1=CC=CC=C1.[C-]1(C=CC=C1)P(C1=CC=CC=C1)C1=CC=CC=C1.[Fe+2] (1,1′-bis-(diphenylphosphino)-ferrocene), C1=CC=C(C=C1)P([C-]2C=CC=C2)C3=CC=CC=C3.C1=CC=C(C=C1)P([C-]2C=CC=C2)C3=CC=CC=C3.Cl[Pd]Cl.[Fe+2] ([1,1′-bis(diphenylphosphino)-ferrocene]palladium-dichloride). The solvent is O (water), O (water), O1CCOCC1 (dioxane), O1CCOCC1 (dioxane). Reaction conditions: temperature 90 celsius. The product is FC1=C(C=CC(=C1)C=1C=C2C(=NC1)NC(=N2)CCC2=NC=CC(=C2)OC)S(=O)(=O)N(C)C (2-Fluoro-4-{2-[2-(4-methoxypyridin-2-yl)ethyl]-3H-imidazo[4,5-b]pyridin-6-yl}-N,N-dimethyl-benzenesulfonamide). As a reaction SMILES: [CH3:1][N:2]([CH3:14])[S:3]([C:6]1[CH:11]=[CH:10][C:9](Br)=[CH:8][C:7]=1[F:13])(=[O:5])=[O:4].C([O-])(=O)C.[K+].[CH3:20][O:21][C:22]1[CH:27]=[CH:26][N:25]=[C:24]([CH2:28][CH2:29][C:30]2[NH:39][C:33]3=[N:34][CH:35]=[C:36](I)[CH:37]=[C:32]3[N:31]=2)[CH:23]=1.C(=O)([O-])[O-].[K+].[K+].[Cl-].[Li+]>O1CCOCC1.O.C1(P(C2C=CC=CC=2)[C-]2C=CC=C2)C=CC=CC=1.[C-]1(P(C2C=CC=CC=2)C2C=CC=CC=2)C=CC=C1.[Fe+2].C1C=CC(P(C2C=CC=CC=2)[C-]2C=CC=C2)=CC=1.C1C=CC(P(C2C=CC=CC=2)[C-]2C=CC=C2)=CC=1.Cl[Pd]Cl.[Fe+2]>[F:13][C:7]1[CH:8]=[C:9]([C:36]2[CH:37]=[C:32]3[N:31]=[C:30]([CH2:29][CH2:28][C:24]4[CH:23]=[C:22]([O:21][CH3:20])[CH:27]=[CH:26][N:25]=4)[NH:39][C:33]3=[N:34][CH:35]=2)[CH:10]=[CH:11][C:6]=1[S:3]([N:2]([CH3:14])[CH3:1])(=[O:5])=[O:4] |f:1.2,4.5.6,7.8,11.12.13,14.15.16.17|. Procedure details: A mixture of 0.423 9 of N,N-dimethyl4-bromo-2-fluorobenzenesulfonamide, 0.42 g of bis-(pinacolato)-diboron, 0.025 g of 1,1′-bis-(diphenylphosphino)-ferrocene, 0.033 g of [1,1′-bis(diphenylphosphino)-ferrocene]palladium-dichloride (complex with CH2Cl2), 0.442 g of potassium acetate in 6 ml of degassed dioxane are heated to 90° C. in a sealed tube under N2 for 17 hours. To the resulting mixture 5 ml of degassed dioxane, 0.371 g of 2-[2-(4methoxypyridin-2-yl)ethyl]6-iodo-3H-imidazo[4,5-b]pyridine (... Starting materials: Cc1ccccc1, O=C(Cl)Cl, [K+], [Na+], [OH-], [OH-], COc1ccccc1OCC(O)CN1CCC(NCCNc2ccccc2)CC1. Product: COc1ccccc1OCC(O)CN1CCC(N2CCN(c3ccccc3)C2=O)CC1, Cl. Reaction SMILES: [CH3:38][c:39]1[cH:40][cH:41][cH:42][cH:43][cH:44]1.[Cl:1][C:2]([Cl:3])=[O:4].[K+:37].[Na+:35].[OH-:34].[OH-:36].[OH:5][CH:6]([CH2:7][N:8]1[CH2:9][CH2:10][CH:11]([NH:14][CH2:15][CH2:16][NH:17][c:18]2[cH:19][cH:20][cH:21][cH:22][cH:23]2)[CH2:12][CH2:13]1)[CH2:24][O:25][c:26]1[c:27]([O:32][CH3:33])[cH:28][cH:29][cH:30][cH:31]1>>[C:2]1(=[O:4])[N:14]([CH:11]2[CH2:10][CH2:9][N:8]([CH2:7][CH:6]([OH:5])[CH2:24][O:25][c:26]3[c:27]([O:32][CH3:33])[cH:28][cH:29][cH:30][cH:31]3)[CH2:13][CH2:12]2)[CH2:15][CH2:16][N:17]1[c:18]1[cH:19][cH:20][cH:21][cH:22][cH:23]1.[ClH:1]. Starting materials: O.O.Cl.Cl.COC1=C(CN2CCN(CC2)C(C2=CC=C(C=C2)F)C2=CC=C(C=C2)F)C=CC(=C1)OC (1-(2,4-dimethoxybenzyl)-4-[bis(4-fluorophenyl)methyl]piperazine dihydrochloride dihydrate), aqueous solution, [OH-].[Na+] (sodium hydroxide). Product: COC1=C(CN2CCN(CC2)C(C2=CC=C(C=C2)F)C2=CC=C(C=C2)F)C=CC(=C1)OC (1-(2,4-dimethoxybenzyl)-4-[bis(4-fluorophenyl)methyl]piperazine). The yield is 42.5%. Reaction SMILES: O.O.Cl.Cl.[CH3:5][O:6][C:7]1[CH:34]=[C:33]([O:35][CH3:36])[CH:32]=[CH:31][C:8]=1[CH2:9][N:10]1[CH2:15][CH2:14][N:13]([CH:16]([C:24]2[CH:29]=[CH:28][C:27]([F:30])=[CH:26][CH:25]=2)[C:17]2[CH:22]=[CH:21][C:20]([F:23])=[CH:19][CH:18]=2)[CH2:12][CH2:11]1.[OH-].[Na+]>>[CH3:5][O:6][C:7]1[CH:34]=[C:33]([O:35][CH3:36])[CH:32]=[CH:31][C:8]=1[CH2:9][N:10]1[CH2:15][CH2:14][N:13]([CH:16]([C:17]2[CH:22]=[CH:21][C:20]([F:23])=[CH:19][CH:18]=2)[C:24]2[CH:29]=[CH:28][C:27]([F:30])=[CH:26][CH:25]=2)[CH2:12][CH2:11]1 |f:0.1.2.3.4,5.6|. Procedure: The 1-(2,4-dimethoxybenzyl)-4-[bis(4-fluorophenyl)methyl]piperazine dihydrochloride dihydrate obtained in Example 2 (3.0 g; 5.9 millimoles) was added to 30 ml of a 20% aqueous solution of sodium hydroxide. The resulting oily product was extracted with 30 ml of ethyl acetate. The ethyl acetate layer was dried over anhydrous magnesium sulfate. The solvent was evaporated under reduced pressure to give 1.1 g of 1-(2,4-dimethoxybenzyl)-4-[bis(4-fluorophenyl)methyl]piperazine as an oil. The reactants are COC1=C(C2=CC=CC=C2C=C1)C=O (2-methoxynaphthaldehyde), C(C)(=O)[O-].[NH4+] (ammonium acetate), [N+](=O)([O-])C (nitromethane). Solvent: O (water). Product: yellow crystals, [N+](=O)([O-])C=CC1=C(C=CC2=CC=CC=C12)OC (1-NITRO-2-(2-METHOXY-1-NAPHTHYL)ETHYLENE). Isolated yield 95.0%. Reaction SMILES: [CH3:1][O:2][C:3]1[CH:12]=[CH:11][C:10]2[C:5](=[CH:6][CH:7]=[CH:8][CH:9]=2)[C:4]=1[CH:13]=O.C([O-])(=O)C.[NH4+].[N+:20]([CH3:23])([O-:22])=[O:21]>O>[N+:20]([CH:23]=[CH:13][C:4]1[C:5]2[C:10](=[CH:9][CH:8]=[CH:7][CH:6]=2)[CH:11]=[CH:12][C:3]=1[O:2][CH3:1])([O-:22])=[O:21] |f:1.2|. Procedure details: 1.52 g of 2-methoxynaphthaldehyde (8.16 mmol), 0.4 g of ammonium acetate (5.19 mmol) and 20 cm3 of nitromethane (96%) are introduced into a 50-cm3 two-necked round-bottomed flask equipped with a condenser. The reaction mixture is heated to reflux for 1 h 30 min while stirring. It becomes yellow. The nitromethane is evaporated off in a rosary evaporator and the residue is then taken up with dichloromethane. Hydrolysis of he ammonium acetate is carried out by pouring the above mixture into water. ...